Task: describe an organic reaction: reactants, conditions, products, and yield. Dataset: the Open Reaction Database (ORD), a public repository of structured organic reaction records The reactants are O=C(O)CN1CC(c2ccc(Cl)cc2)CC1=O, ClCCl, O=C1CNCCN1, c1ccc(OP(Oc2ccccc2)Oc2ccccc2)cc1. The product is O=C1CN(C(=O)CN2CC(c3ccc(Cl)cc3)CC2=O)CCN1. Reaction SMILES: [Cl:1][c:2]1[cH:3][cH:4][c:5]([CH:8]2[CH2:9][C:10](=[O:17])[N:11]([CH2:13][C:14](=[O:15])[OH:16])[CH2:12]2)[cH:6][cH:7]1.[Cl:47][CH2:48][Cl:49].[NH:18]1[C:19](=[O:24])[CH2:20][NH:21][CH2:22][CH2:23]1.[P:25]([O:26][c:27]1[cH:28][cH:29][cH:30][cH:31][cH:32]1)([O:33][c:34]1[cH:35][cH:36][cH:37][cH:38][cH:39]1)[O:40][c:41]1[cH:42][cH:43][cH:44][cH:45][cH:46]1>>[Cl:1][c:2]1[cH:3][cH:4][c:5]([CH:8]2[CH2:9][C:10](=[O:17])[N:11]([CH2:13][C:14](=[O:16])[N:21]3[CH2:20][C:19](=[O:24])[NH:18][CH2:23][CH2:22]3)[CH2:12]2)[cH:6][cH:7]1.